Dataset: the Open Reaction Database (ORD), a public repository of structured organic reaction records. Task: describe an organic reaction: reactants, conditions, products, and yield RXN SMILES: C(OC([N:8]1[CH2:13][CH2:12][N:11]([CH2:14][C:15]2[CH:20]=[CH:19][C:18]([CH3:21])=[C:17]([NH:22][C:23](=[O:41])[CH2:24][N:25](C(OC(C)(C)C)=O)[C:26]3[CH:31]=[CH:30][C:29]([F:32])=[C:28]([F:33])[CH:27]=3)[CH:16]=2)[CH2:10][CH2:9]1)=O)(C)(C)C.[ClH:42]>CO>[ClH:42].[ClH:42].[ClH:42].[F:33][C:28]1[CH:27]=[C:26]([NH:25][CH2:24][C:23]([NH:22][C:17]2[CH:16]=[C:15]([CH2:14][N:11]3[CH2:12][CH2:13][NH:8][CH2:9][CH2:10]3)[CH:20]=[CH:19][C:18]=2[CH3:21])=[O:41])[CH:31]=[CH:30][C:29]=1[F:32] |f:3.4.5.6|. Procedure details: To a solution of 4-(3-{2-[tert-butoxycarbonyl-(3,4-difluoro-phenyl)-amino]-acetylamino}-4-methyl-benzyl)-piperazine-1-carboxylic acid tert-butyl ester (0.100 g) in MeOH (3 ml) was added HCl (2ml of 4M solution in dioxane). After standing for several hours, a solid was filtered off, washed with acetone and dried in vacuo. The solid was re-suspended in acetone, sonicated for 5 min filtered and dried to afford the title compound (0.043 g, 51%). Solvent: CO (MeOH). Isolated yield 51.0%. The product is Cl.Cl.Cl.FC=1C=C(C=CC1F)NCC(=O)NC1=C(C=CC(=C1)CN1CCNCC1)C (2-(3,4-Difluorophenylamino)-N-(2-methyl-5-piperazin-1-ylmethyl-phenyl)-acetamide trihydrochloride). Starting materials: C(C)(C)(C)OC(=O)N1CCN(CC1)CC1=CC(=C(C=C1)C)NC(CN(C1=CC(=C(C=C1)F)F)C(=O)OC(C)(C)C)=O (4-(3-{2-[tert-butoxycarbonyl-(3,4-difluoro-phenyl)-amino]-acetylamino}-4-methyl-benzyl)-piperazine-1-carboxylic acid tert-butyl ester), Cl (HCl). Starting materials: CN(C(=O)Oc1ccc(CCO)cc1)c1ccccc1, c1nnn[nH]1. Product: CN(C(=O)Oc1ccc(CCn2cnnn2)cc1)c1ccccc1. RXN SMILES: [OH:1][CH2:2][CH2:3][c:4]1[cH:5][cH:6][c:7]([O:10][C:11]([N:12]([c:13]2[cH:14][cH:15][cH:16][cH:17][cH:18]2)[CH3:19])=[O:20])[cH:8][cH:9]1.[nH:21]1[n:22][n:23][n:24][cH:25]1>>[CH2:2]([CH2:3][c:4]1[cH:5][cH:6][c:7]([O:10][C:11]([N:12]([c:13]2[cH:14][cH:15][cH:16][cH:17][cH:18]2)[CH3:19])=[O:20])[cH:8][cH:9]1)[n:21]1[n:22][n:23][n:24][cH:25]1.